This data is from the Open Reaction Database (ORD), a public repository of structured organic reaction records. The task is: describe an organic reaction: reactants, conditions, products, and yield The reactants are BrC1=C(C=CC=C1)C(CCC(C)=O)=O (1-(2-bromophenyl)-1,4-pentanedione), C1(=CC=C(C=C1)S(=O)(=O)O)C (p-toluenesulfonic acid). Solvent: C1=CC=CC=C1 (benzene). The product is CC=1OC(=CC1)C1=C(C=CC=C1)Br (2-Methyl-5-(2-bromophenyl)furan). Yield: 70.0%. Reaction SMILES: [Br:1][C:2]1[CH:7]=[CH:6][CH:5]=[CH:4][C:3]=1[C:8](=[O:14])[CH2:9][CH2:10][C:11](=O)[CH3:12].C1(C)C=CC(S(O)(=O)=O)=CC=1>C1C=CC=CC=1>[CH3:12][C:11]1[O:14][C:8]([C:3]2[CH:4]=[CH:5][CH:6]=[CH:7][C:2]=2[Br:1])=[CH:9][CH:10]=1. Reported procedure: A solution of 18 g of 1-(2-bromophenyl)-1,4-pentanedione and 1 g of p-toluenesulfonic acid in 200 ml of anhydrous benzene is heated under reflux over molecular sieves for 12 h. The resulting solution is washed 3 times with brine, dried over Na2SO4 and evaporated to dryness under reduced pressure. The residue is purified by FC (eluent hexane:acetate 95:5) and 12.2 of a light yellow oil are obtained g (70% yield). 1H NMR (CDCl3), δ: 2.38 (d, 3 H), 6.12 (m, 1 H), 7.1-7.4 (m, 3 H), 7.63 (dd, 1 H), 7... The reactants are Cl.NC(=N)N (guanidine hydrochloride salt), [O-]CC.[Na+] (sodium ethoxide), CN(C=CC(C(C)(OC)OC)=O)C (1-dimethylamino-4,4-dimethoxy-pent-1-en-3-one). Run in CCO (EtOH), CCO (EtOH). Reaction conditions: temperature 80 celsius, time 5 minute. The product is COC(C)(OC)C1=NC(=NC=C1)N (4-(1,1-dimethoxy-ethyl)-pyrimidin-2-ylamine). RXN SMILES: Cl.[NH2:2][C:3]([NH2:5])=[NH:4].[O-]CC.[Na+].CN(C)[CH:12]=[CH:13][C:14](=O)[C:15]([O:19][CH3:20])([O:17][CH3:18])[CH3:16]>CCO>[CH3:18][O:17][C:15]([C:14]1[CH:13]=[CH:12][N:2]=[C:3]([NH2:5])[N:4]=1)([O:19][CH3:20])[CH3:16] |f:0.1,2.3|. Procedure: To guanidine hydrochloride salt (15 g, 156.68 mmol) was added sodium ethoxide, 21% wt in EtOH (59 mL, 156.68 mmol). After stirring for 5 min, 1-dimethylamino-4,4-dimethoxy-pent-1-en-3-one (Lipinski; J. Het. Chem., 22:1723 (1995)) (29.30 g, 156.68 mmol) in EtOH (50 mL) was added. The mixture was heated at 80° C. under N2 for 20 h, then cooled to RT. Solvent was evaporated in vacuo and the residue was re-dissolved in hot EtOAc (200 mL). The undissolved solid was separated by filtration and the sol... The reactants are NC1(CCCCC1)CO ((1-aminocyclohexyl)-methanol), FC=1C=NC(=C(C(=O)O)C1)OC1=CC(=CC=C1)SC (5-fluoro-2-(3-methylsulfanyl-phenoxy)-nicotinic acid), Cl.CN(CCCN=C=NCC)C (1-(3-dimethylaminopropyl)-3-ethylcarbodiimide hydrochloride), ON1N=NC2=C1C=CC=C2 (1-hydroxybenzotriazole). Run in CN(C=O)C (dimethylformamide), CN(C=O)C (dimethylformamide), C(C)N(CC)CC (triethylamine). Conditions: time 64 hour. Yields the product FC=1C=NC(=C(C(=O)NC2(CCCCC2)CO)C1)OC1=CC(=CC=C1)SC (5-fluoro-N-(1-hydroxymethyl-cyclohexyl)-2-(3-methylsulfanyl-phenoxy)-nicotinamide). Isolated yield 62.7%. Reaction SMILES: [NH2:1][C:2]1([CH2:8][OH:9])[CH2:7][CH2:6][CH2:5][CH2:4][CH2:3]1.[F:10][C:11]1[CH:12]=[N:13][C:14]([O:20][C:21]2[CH:26]=[CH:25][CH:24]=[C:23]([S:27][CH3:28])[CH:22]=2)=[C:15]([CH:19]=1)[C:16](O)=[O:17].Cl.CN(C)CCCN=C=NCC.ON1C2C=CC=CC=2N=N1>CN(C)C=O.C(N(CC)CC)C>[F:10][C:11]1[CH:12]=[N:13][C:14]([O:20][C:21]2[CH:26]=[CH:25][CH:24]=[C:23]([S:27][CH3:28])[CH:22]=2)=[C:15]([CH:19]=1)[C:16]([NH:1][C:2]1([CH2:8][OH:9])[CH2:7][CH2:6][CH2:5][CH2:4][CH2:3]1)=[O:17] |f:2.3|. Reported procedure: A solution of (1-aminocyclohexyl)-methanol (R. J. W. Cremlyn et al J. Chem. Soc Perkins I, 1972, 1727) (130 mg, 0.78 mmol) and triethylamine (300 μl) in dimethylformamide (5 ml) was added to a solution of 5-fluoro-2-(3-methylsulfanyl-phenoxy)-nicotinic acid (218 mg, 0.78 mmol), 1-(3-dimethylaminopropyl)-3-ethylcarbodiimide hydrochloride (165 mg, 0.86 mmol) and 1-hydroxybenzotriazole (116 mg, 0.86 mmol) in dimethylformamide (4 ml) and the reaction was stirred under nitrogen at room temperature fo...